This data is from the Open Reaction Database (ORD), a public repository of structured organic reaction records. The task is: describe an organic reaction: reactants, conditions, products, and yield The reactants are COc1cccc(NS(=O)(=O)c2cccc(C=CC(=O)O)c2)c1, CN(C)C=O, ClCCl. The product is COc1cccc(NS(=O)(=O)c2cccc(C=CC(=O)Cl)c2)c1. Reaction SMILES: [CH3:1][O:2][c:3]1[cH:4][c:5]([NH:9][S:10](=[O:11])(=[O:12])[c:13]2[cH:14][c:15]([CH:19]=[CH:20][C:21](=[O:22])[OH:23])[cH:16][cH:17][cH:18]2)[cH:6][cH:7][cH:8]1.[CH3:27][N:28]([CH3:29])[CH:30]=[O:31].[Cl:24][CH2:25][Cl:26]>>[CH3:1][O:2][c:3]1[cH:4][c:5]([NH:9][S:10](=[O:11])(=[O:12])[c:13]2[cH:14][c:15]([CH:19]=[CH:20][C:21](=[O:23])[Cl:24])[cH:16][cH:17][cH:18]2)[cH:6][cH:7][cH:8]1. Reactants: FC=1C=C(C(=O)NC2=CC=C(C3=CC=CC=C23)OCC(=O)NN)C=C(C1)N1CCC(CC1)C (3-fluoro-N-(4-hydrazinocarbonylmethoxy-naphthalen-1-yl)-5-(4-methyl-piperidin-1-yl)-benzamide), C(C)N=C=O (ethylisocyanate). Reaction conditions: time 15 hour. Product: C(C)N1C(=NNC1=O)COC1=CC=C(C2=CC=CC=C12)NC(C1=CC(=CC(=C1)N1CCC(CC1)C)F)=O (N-[4-(4-Ethyl-5-oxo-4,5-dihydro-1H-[1,2,4]triazol-3-ylmethoxy)-naphthalen-1-yl]-3-fluoro-5-(4-methyl-piperidin-1-yl)-benzamide). Isolated yield 87.7%. RXN SMILES: [F:1][C:2]1[CH:3]=[C:4]([CH:24]=[C:25]([N:27]2[CH2:32][CH2:31][CH:30]([CH3:33])[CH2:29][CH2:28]2)[CH:26]=1)[C:5]([NH:7][C:8]1[C:17]2[C:12](=[CH:13][CH:14]=[CH:15][CH:16]=2)[C:11]([O:18][CH2:19][C:20]([NH:22][NH2:23])=O)=[CH:10][CH:9]=1)=[O:6].[CH2:34]([N:36]=[C:37]=[O:38])[CH3:35]>>[CH2:34]([N:36]1[C:37](=[O:38])[NH:23][N:22]=[C:20]1[CH2:19][O:18][C:11]1[C:12]2[C:17](=[CH:16][CH:15]=[CH:14][CH:13]=2)[C:8]([NH:7][C:5](=[O:6])[C:4]2[CH:24]=[C:25]([N:27]3[CH2:32][CH2:31][CH:30]([CH3:33])[CH2:29][CH2:28]3)[CH:26]=[C:2]([F:1])[CH:3]=2)=[CH:9][CH:10]=1)[CH3:35]. Procedure: To a solution of 3-fluoro-N-(4-hydrazinocarbonylmethoxy-naphthalen-1-yl)-5-(4-methyl-piperidin-1-yl)-benzamide (0.35 g, 0.77 mmol) tetrahydrofuran (10 ml) is added ethylisocyanate (60 mg, 1.1 eq). The mixture is stirred at room temperature for 15 hours before being evaporated to dryness to give the urea intermediate as a solid (0.34 g). MS: 522 (M+1). Urea intermediate (0.1 g, 0.19 mmol) in 5% NaOH (2 ml) is heated at 100° C. for five hours. The mixture is then extracted with ethyl acetate, wash... The reactants are COC1=C(C(=O)OC)C=C(C=C1)S(=O)C (methyl 2-methoxy-5-methylsulfinylbenzoate), Cl (hydrochloric acid), aqueous solution, [OH-].[K+] (potassium hydroxide). Run in ClCCl (dichloromethane). Conditions: time 2 hour. Product: COC1=C(C(=O)O)C=C(C=C1)S(=O)C (2-Methoxy-5-methylsulfinylbenzoic Acid). RXN SMILES: [CH3:1][O:2][C:3]1[CH:12]=[CH:11][C:10]([S:13]([CH3:15])=[O:14])=[CH:9][C:4]=1[C:5]([O:7]C)=[O:6].[OH-].[K+].Cl>ClCCl>[CH3:1][O:2][C:3]1[CH:12]=[CH:11][C:10]([S:13]([CH3:15])=[O:14])=[CH:9][C:4]=1[C:5]([OH:7])=[O:6] |f:1.2|. Reported procedure: Combine methyl 2-methoxy-5-methylsulfinylbenzoate (2.37 g, 12.0 mmol) and a 1 M aqueous solution of potassium hydroxide (13 mL, 13 mmol). Heat to reflux. After 2 hours, cool to ambient temperature and adjust the pH to about 2 using a 1 M aqueous hydrochloric acid (14.5 mL, 14.5 mmol. Evaporate in vacuo to give a solid. Combine the solid and dichloromethane and stir. Decant the solvent and add more dichloromethane. Again decant and combine with the first decantate, dry over Na2SO4, filter, and ev... The reactants are Cl.CN1C[C@H]([C@@H](CC1)C1=CC=C(C=C1)[N+](=O)[O-])COC1=CC2=C(C=C1)OCO2 ((+)trans-1-methyl-3-(3,4-methylenedioxyphenoxymethyl)-4-(4-nitrophenyl)piperidine, hydrochloride), ClC(=O)OC(C)Cl (1-chloroethyl chloroformate). The solvent is ClCCCl (1,2-dichloroethane). Yields the product Cl.C1OC=2C=C(OC[C@@H]3CNCC[C@H]3C3=CC=C(C=C3)[N+](=O)[O-])C=CC2O1 ((+)trans-3-(3,4-methylenedioxyphenoxymethyl)-4-(4-nitrophenyl)piperidine, hydrochloride). Isolated yield 64.7%. Reaction SMILES: Cl.C[N:3]1[CH2:8][CH2:7][C@@H:6]([C:9]2[CH:14]=[CH:13][C:12]([N+:15]([O-:17])=[O:16])=[CH:11][CH:10]=2)[C@H:5]([CH2:18][O:19][C:20]2[CH:25]=[CH:24][C:23]3[O:26][CH2:27][O:28][C:22]=3[CH:21]=2)[CH2:4]1.[Cl:29]C(OC(Cl)C)=O>ClCCCl>[ClH:29].[CH2:27]1[O:26][C:23]2[CH:24]=[CH:25][C:20]([O:19][CH2:18][C@H:5]3[C@H:6]([C:9]4[CH:10]=[CH:11][C:12]([N+:15]([O-:17])=[O:16])=[CH:13][CH:14]=4)[CH2:7][CH2:8][NH:3][CH2:4]3)=[CH:21][C:22]=2[O:28]1 |f:0.1,4.5|. Reported procedure: Was prepared from compound (1) (2.4 g) by treatment with 1-chloroethyl chloroformate (1.02 g) in 1,2-dichloroethane (100 ml) as described by Olofson et. al (J. Org. Chem. 49 (1984) 2081). Rinse up on a silica gel column gave 1.5 g of compound (6). M.p. 95°-100° C. Starting materials: CSc1ncc2cc(F)c(=O)n(C3CCCC3)c2n1, ClCCl, O=S(=O)(c1ccccc1)N1OC1c1ccccc1. The product is CS(=O)c1ncc2cc(F)c(=O)n(C3CCCC3)c2n1. RXN SMILES: [CH:1]1([n:6]2[c:7](=[O:19])[c:8]([F:18])[cH:9][c:10]3[c:11]2[n:12][c:13]([S:16][CH3:17])[n:14][cH:15]3)[CH2:2][CH2:3][CH2:4][CH2:5]1.[Cl:38][CH2:39][Cl:40].[c:20]1([S:21]([N:22]2[CH:23]([c:24]3[cH:25][cH:26][cH:28][cH:29][cH:30]3)[O:31]2)(=[O:27])=[O:32])[cH:33][cH:34][cH:35][cH:36][cH:37]1>>[CH:1]1([n:6]2[c:7](=[O:19])[c:8]([F:18])[cH:9][c:10]3[c:11]2[n:12][c:13]([S:16]([CH3:17])=[O:27])[n:14][cH:15]3)[CH2:2][CH2:3][CH2:4][CH2:5]1. Yields the product NC=1SC=C(N1)CN1CCN(CC1)C(=O)OC(C)(C)C (tert-butyl 4-((2-amino-1,3-thiazol-4-yl)methyl)piperazine-1-carboxylate). The solvent is CN(C)C=O (DMF). The reactants are C(=O)(OC(C)(C)C)N1CCNCC1 (Boc-piperazine), Cl.NC=1SC=C(N1)CCl (2-amino-4-chloromethylthiazole hydrochloride), C([O-])([O-])=O.[K+].[K+] (potassium carbonate). Isolated yield 74.8%. As a reaction SMILES: [C:1]([N:8]1[CH2:13][CH2:12][NH:11][CH2:10][CH2:9]1)([O:3][C:4]([CH3:7])([CH3:6])[CH3:5])=[O:2].Cl.[NH2:15][C:16]1[S:17][CH:18]=[C:19]([CH2:21]Cl)[N:20]=1.C(=O)([O-])[O-].[K+].[K+]>CN(C=O)C>[NH2:15][C:16]1[S:17][CH:18]=[C:19]([CH2:21][N:11]2[CH2:10][CH2:9][N:8]([C:1]([O:3][C:4]([CH3:7])([CH3:6])[CH3:5])=[O:2])[CH2:13][CH2:12]2)[N:20]=1 |f:1.2,3.4.5|. Reported procedure: A solution of Boc-piperazine (4.67 g), 2-amino-4-chloromethylthiazole hydrochloride (WO 0190090; 5.1 g) and potassium carbonate (8.4 g) in DMF (100 ml) was mixed at 65° C. for 12 hours. The precipitated insolubles were filtered off, and then the filtrate was concentrated under reduced pressure. The residue was purified with silica gel column to obtain the title compound as a brown solid (5.6 g, 74%).